describe an organic reaction: reactants, conditions, products, and yield From a dataset of the Open Reaction Database (ORD), a public repository of structured organic reaction records. Starting materials: C(=O)N1CCOCC1 (N-formylmorpholine), [Mg] (magnesium), [NH4+].[Cl-] (NH4Cl), BrC=1C=CC2=C(C(CCS2)(C)C)C1 (6-bromo-4,4-dimethyl-3,4-dihydro-2H-1-benzothiopyran), [Mg] (magnesium). Run in C1CCOC1 (THF), C1CCOC1 (THF), C1CCOC1 (THF), C1CCOC1 (THF). Conditions: temperature -10 celsius, time 1 hour. The product is C(=O)C=1C=CC2=C(C(CCS2)(C)C)C1 (6-formyl-4,4-dimethyl-3,4-dihydro-2H-1-benzothiopyran). The yield is 96.9%. Reaction SMILES: Br[C:2]1[CH:3]=[CH:4][C:5]2[S:10][CH2:9][CH2:8][C:7]([CH3:12])([CH3:11])[C:6]=2[CH:13]=1.[Mg].[CH:15](N1CCOCC1)=[O:16].[NH4+].[Cl-]>C1COCC1>[CH:15]([C:2]1[CH:3]=[CH:4][C:5]2[S:10][CH2:9][CH2:8][C:7]([CH3:12])([CH3:11])[C:6]=2[CH:13]=1)=[O:16] |f:3.4|. Procedure details: The 6-bromo-4,4-dimethyl-3,4-dihydro-2H-1-benzothiopyran (2.62 g, 10 mmol) prepared in the previous step (b) and in solution in 5 ml of anhydrous THF, is added at 66° C. to magnesium (0.30 g, 12 mmol) in 1 ml of anhydrous THF. The mixture is agitated at reflux of the THF until quasi-complete consumption of the magnesium (30 minutes). The reaction medium is then cooled to −10° C. and at this temperature, the N-formylmorpholine (1.2 ml, 12 mmol) in 2 ml of THF is added. At the end of the addition,... Starting materials: Cc1cc(C#N)ccc1C(=O)NC1CCCCCC1, CCO, CC(=O)O, [H][H], O. Yields the product Cc1cc(CN)ccc1C(=O)NC1CCCCCC1. Reaction SMILES: [C:1](#[N:2])[c:3]1[cH:4][c:5]([CH3:19])[c:6]([C:7](=[O:8])[NH:9][CH:10]2[CH2:11][CH2:12][CH2:13][CH2:14][CH2:15][CH2:16]2)[cH:17][cH:18]1.[CH3:20][CH2:21][OH:22].[CH3:26][C:27](=[O:28])[OH:29].[H:24][H:25].[OH2:23]>>[CH2:1]([NH2:2])[c:3]1[cH:4][c:5]([CH3:19])[c:6]([C:7](=[O:8])[NH:9][CH:10]2[CH2:11][CH2:12][CH2:13][CH2:14][CH2:15][CH2:16]2)[cH:17][cH:18]1. The reactants are OCCNC ((2-hydroxy-ethyl)-N-methylamine), C(#N)C1=CNC2=CC=C(C=C12)CCNC(C1=CC=C(C=C1)C1=NC(=NC=C1)Cl)=O (N-[2-(3-Cyano-1H-indol-5-yl)-ethyl]-4-[2-chloro-pyrimidin-4-yl]-benzamide). Product: C(#N)C1=CNC2=CC=C(C=C12)CCNC(C1=CC=C(C=C1)C1=NC(=NC=C1)N(C)CCO)=O (N-[2-(3-Cyano-1H-indol-5-yl)ethyl]-4-{2-[(2-hydroxy-ethyl)-N-methylamino]pyrimidin-4-yl}benzamide). As a reaction SMILES: [OH:1][CH2:2][CH2:3][NH:4][CH3:5].[C:6]([C:8]1[C:16]2[C:11](=[CH:12][CH:13]=[C:14]([CH2:17][CH2:18][NH:19][C:20](=[O:34])[C:21]3[CH:26]=[CH:25][C:24]([C:27]4[CH:32]=[CH:31][N:30]=[C:29](Cl)[N:28]=4)=[CH:23][CH:22]=3)[CH:15]=2)[NH:10][CH:9]=1)#[N:7]>>[C:6]([C:8]1[C:16]2[C:11](=[CH:12][CH:13]=[C:14]([CH2:17][CH2:18][NH:19][C:20](=[O:34])[C:21]3[CH:26]=[CH:25][C:24]([C:27]4[CH:32]=[CH:31][N:30]=[C:29]([N:4]([CH2:3][CH2:2][OH:1])[CH3:5])[N:28]=4)=[CH:23][CH:22]=3)[CH:15]=2)[NH:10][CH:9]=1)#[N:7]. Procedure: Using (2-hydroxy-ethyl)-N-methylamine and N-[2-(3-Cyano-1H-indol-5-yl)-ethyl]-4-[2-chloro-pyrimidin-4-yl]-benzamide (reference example 1az) as substrates. MS (ion spray) m/z 441 (M+H)+. Reaction SMILES: [H-].[Na+].[NH:3]1[CH:7]=[C:6]([C:8]([O:10][CH3:11])=[O:9])N=[CH:4]1.[CH3:12][Si:13]([CH2:16][CH2:17][O:18][CH2:19]Cl)([CH3:15])[CH3:14].[CH3:21]N(C=O)C>>[CH3:12][Si:13]([CH3:15])([CH3:14])[CH2:16][CH2:17][O:18][CH2:19][N:3]1[CH:4]=[CH:21][C:6]([C:8]([O:10][CH3:11])=[O:9])=[CH:7]1 |f:0.1|. Reported procedure: To a suspension of sodium hydride (1.0 g, 0.025 mol) in 50 mL of DMF was added methyl 4-imidazolecarboxylate (2.95 g, 0.023 mol) portionwise at room temperature. The mixture was stirred at room temperature for 0.5 hours. Then SEM-Cl (4.17 g, 0.025 mol) was added dropwise over 5 minutes. The reaction mixture was stirred for 4 hours and quenched by adding water. The aqueous phase was extracted with ethyl acetate and the organic layer was washed with brine, dried over magnesium sulfate and filtered... Yields the product C[Si](CCOCN1C=C(C=C1)C(=O)OC)(C)C (methyl 1-[[2-(trimethylsilyl)ethoxy]methyl]-1H-pyrrole-3-carboxylate). The reactants are 1-[2-[[(1,1-dimethylethyl)dimethylsilyl]oxy]ethyl]-3-(4-fluorophenyl-5-[[(2-trimethysilyl)ethoxy]methyl-1H-imidizol-4-yl]-1H-pyrazol-4-yl]pyridine, [H-].[Na+] (sodium hydride), CN(C)C=O (DMF), C[Si](C)(C)CCOCCl (SEM-Cl), N1C=NC(=C1)C(=O)OC (methyl 4-imidazolecarboxylate). Conditions: time 0.5 hour.